Task: describe an organic reaction: reactants, conditions, products, and yield. Dataset: the Open Reaction Database (ORD), a public repository of structured organic reaction records Isolated yield 97.5%. Reported procedure: 562 mg (4 mmol) of 2-(4-fluoro-phenyl) ethyl amine were added to 733 mg (4 mmol) of 4-trifluoromethyl benzaldehyde dissolved in 40 ml methanol. The reaction mixture was stirred at rt over night under nitrogen. 151 mg (4 mmol) of sodium borohydride were added in portions and the reaction mixture was stirred for 2 h at rt. The solvent was evaporated and the residue was dissolved in DCM. The organic layer was washed with water and with saturated aqueous NaCl solution, dried over sodium sulfate, fil... Run in CO (methanol). Product: FC1=CC=C(C=C1)CCNCC1=CC=C(C=C1)C(F)(F)F ([2-(4-fluoro-phenyl)-ethyl]-(4-trifluoromethyl-benzyl)-amine). Starting materials: FC1=CC=C(C=C1)CCN (2-(4-fluoro-phenyl) ethyl amine), FC(C1=CC=C(C=O)C=C1)(F)F (4-trifluoromethyl benzaldehyde), [BH4-].[Na+] (sodium borohydride). As a reaction SMILES: [F:1][C:2]1[CH:7]=[CH:6][C:5]([CH2:8][CH2:9][NH2:10])=[CH:4][CH:3]=1.[F:11][C:12]([F:22])([F:21])[C:13]1[CH:20]=[CH:19][C:16]([CH:17]=O)=[CH:15][CH:14]=1.[BH4-].[Na+]>CO>[F:1][C:2]1[CH:7]=[CH:6][C:5]([CH2:8][CH2:9][NH:10][CH2:17][C:16]2[CH:15]=[CH:14][C:13]([C:12]([F:11])([F:21])[F:22])=[CH:20][CH:19]=2)=[CH:4][CH:3]=1 |f:2.3|. Starting materials: [OH-].[Na+] (Sodium hydroxide), CS(=O)C (dimethyl sulfoxide), C1OC=2C=C(C(=O)C=3C=NC=CC3)C=CC2O1 (3-(3,4-methylenedioxybenzoyl)pyridine), [Br-].C(=O)(O)CCCCC[P+](C1=CC=CC=C1)(C1=CC=CC=C1)C1=CC=CC=C1 (5-carboxypentyltriphenylphosphonium bromide). Solvent: O1CCCC1 (tetrahydrofuran), O (water). Conditions: temperature 85 celsius. Yields the product C1OC=2C=C(C=CC2O1)/C(=C/CCCCC(=O)O)/C=1C=NC=CC1 ((Z)-7-(3,4-methylenedioxyphenyl)-7-(3-pyridyl)-6-heptenoic acid). Isolated yield 11.2%. As a reaction SMILES: [OH-].[Na+].CS(C)=O.[Br-].[C:8]([CH2:11][CH2:12][CH2:13][CH2:14][CH2:15][P+](C1C=CC=CC=1)(C1C=CC=CC=1)C1C=CC=CC=1)([OH:10])=[O:9].[CH2:35]1[O:51][C:50]2[CH:49]=[CH:48][C:39]([C:40]([C:42]3[CH:43]=[N:44][CH:45]=[CH:46][CH:47]=3)=O)=[CH:38][C:37]=2[O:36]1>O1CCCC1.O>[CH2:35]1[O:51][C:50]2[CH:49]=[CH:48][C:39](/[C:40](/[C:42]3[CH:43]=[N:44][CH:45]=[CH:46][CH:47]=3)=[CH:15]/[CH2:14][CH2:13][CH2:12][CH2:11][C:8]([OH:10])=[O:9])=[CH:38][C:37]=2[O:36]1 |f:0.1,3.4|. Procedure details: Sodium hydroxide (1 g, 60% in oil) was added to dimethyl sulfoxide (25 ml) under nitrogen and the mixture was heated at 85° C. with stirring for an hour. The reaction mixture was cooled to room temperature and 5-carboxypentyltriphenylphosphonium bromide (5.2 g, 11 mmoles) was added gradually. The mixture was stirred for 10 minutes and a solution of 3-(3,4-methylenedioxybenzoyl)pyridine (2.5 g, 0.11 mole) in tetrahydrofuran (10 ml) was added dropwise thereto. After completion of addition, the mix... Starting materials: [BH3-]C#N, CCCN1C2CCC1CC(=O)C2, CO, CC(=O)O, CS(=O)(=O)n1ncc2cc(N)ccc21, [Na+], [Na+], [OH-]. Product: CCCN1C2CCC1CC(Nc1ccc3c(cnn3S(C)(=O)=O)c1)C2. Reaction SMILES: [C:1]([BH3-:2])#[N:3].[CH2:23]([CH2:24][CH3:25])[N:26]1[CH:27]2[CH2:28][C:29](=[O:34])[CH2:30][CH:31]1[CH2:32][CH2:33]2.[CH3:37][OH:38].[CH3:5][C:6](=[O:7])[OH:8].[CH3:9][S:10](=[O:11])(=[O:12])[n:13]1[n:14][cH:15][c:16]2[cH:17][c:18]([NH2:22])[cH:19][cH:20][c:21]12.[Na+:36].[Na+:4].[OH-:35]>>[CH3:9][S:10](=[O:11])(=[O:12])[n:13]1[n:14][cH:15][c:16]2[cH:17][c:18]([NH:22][CH:29]3[CH2:28][CH:27]4[N:26]([CH2:23][CH2:24][CH3:25])[CH:31]([CH2:30]3)[CH2:32][CH2:33]4)[cH:19][cH:20][c:21]12. Reactants: N1(C=NC=C1)C1=CC=C(C=C1)C1=CC=C(N1C1=C(C=C(C=C1)C#N)C)CCC(=O)OCC (ethyl 3-(5-(4-(1H-imidazol-1-yl)phenyl)-1-(4-cyano-2-methylphenyl)-1H-pyrrol-2-yl)propanoate), CoCl2′6H2O, Cl (hydrochloric acid), [BH4-].[Na+] (NaBH4). The solvent is CO (methanol). Run at time 2 hour. Product: N1(C=NC=C1)C1=CC=C(C=C1)C1=CC=C(N1C1=C(C=C(C=C1)CN)C)CCC(=O)OCC (ethyl 3-(5-(4-(1H-imidazol-1-yl)phenyl)-1-(4-(aminomethyl)-2-methylphenyl)-1H-pyrrol-2-yl)propanoate). The yield is 98.6%. As a reaction SMILES: [N:1]1([C:6]2[CH:11]=[CH:10][C:9]([C:12]3[N:16]([C:17]4[CH:22]=[CH:21][C:20]([C:23]#[N:24])=[CH:19][C:18]=4[CH3:25])[C:15]([CH2:26][CH2:27][C:28]([O:30][CH2:31][CH3:32])=[O:29])=[CH:14][CH:13]=3)=[CH:8][CH:7]=2)[CH:5]=[CH:4][N:3]=[CH:2]1.[BH4-].[Na+].Cl>CO>[N:1]1([C:6]2[CH:7]=[CH:8][C:9]([C:12]3[N:16]([C:17]4[CH:22]=[CH:21][C:20]([CH2:23][NH2:24])=[CH:19][C:18]=4[CH3:25])[C:15]([CH2:26][CH2:27][C:28]([O:30][CH2:31][CH3:32])=[O:29])=[CH:14][CH:13]=3)=[CH:10][CH:11]=2)[CH:5]=[CH:4][N:3]=[CH:2]1 |f:1.2|. Procedure details: To a solution of ethyl 3-(5-(4-(1H-imidazol-1-yl)phenyl)-1-(4-cyano-2-methylphenyl)-1H-pyrrol-2-yl)propanoate (30B) (300 mg, 0.71 mmol) in methanol (10 mL) was added CoCl2′6H2O (337 mg, 1.41 mmol), then NaBH4 (137 mg, 3.53 mmol) was added in portions within 30 min. The reaction mixture was stirred at room temperature for 2 h. 10% hydrochloric acid was added to adjust pH=2. After methanol was distilled, conc. NH3.H2O was added to adjust pH=8 followed by extraction with ethyl acetate (80 mL×3). Th...